From a dataset of the Open Reaction Database (ORD), a public repository of structured organic reaction records. describe an organic reaction: reactants, conditions, products, and yield Starting materials: C(C)[SiH](CC)CC (triethylsilane), COC1=C(C=CC=C1)C=NNC(C1=CC=CC=C1)=O (benzoic acid [1-(2-methoxyphenyl)methylidene]hydrazide), Cl (HCl). Reaction SMILES: C([SiH](CC)CC)C.[CH3:8][O:9][C:10]1[CH:15]=[CH:14][CH:13]=[CH:12][C:11]=1[CH:16]=[N:17][NH:18][C:19](=[O:26])[C:20]1[CH:25]=[CH:24][CH:23]=[CH:22][CH:21]=1.Cl>FC(F)(F)C(O)=O>[CH3:8][O:9][C:10]1[CH:15]=[CH:14][CH:13]=[CH:12][C:11]=1[CH2:16][NH:17][NH:18][C:19](=[O:26])[C:20]1[CH:25]=[CH:24][CH:23]=[CH:22][CH:21]=1. Yield: 75.3%. Procedure details: 1.8 mL (11.4 mmol) triethylsilane was added to a solution of 1.45 g (5.7 mmol, crude product from 5.1) benzoic acid [1-(2-methoxyphenyl)methylidene]hydrazide in 10 mL trifluoroacetic acid at 0° C., then the mixture was stirred, first for 2 hr at 0° C. and then for 4 hr at room temperature. The yellow reaction solution was then combined with 120 mL 2 N HCl and extracted with methylene chloride, and the organic phase was then shaken with 1 N NaOH, dried with Na2SO4, and concentrated on a rotary ev... Run in FC(C(=O)O)(F)F (trifluoroacetic acid). Product: COC1=C(CNNC(C2=CC=CC=C2)=O)C=CC=C1 (Benzoic acid N′-(2-methoxybenzyl)hydrazide). Conditions: temperature 0 celsius, time 2 hour. Reactants: C(C(C)C)C1=CNC2=CC(=CC=C12)C(=O)OC (methyl 3-isobutylindole-6-carboxylate), C(C)(=O)Cl (acetyl chloride), ( 5 ). Yields the product C(C)(=O)C=1NC2=CC(=CC=C2C1CC(C)C)C(=O)OC (Methyl 2-acetyl-3-isobutylindole-6-carboxylate). As a reaction SMILES: [CH2:1]([C:5]1[C:13]2[C:8](=[CH:9][C:10]([C:14]([O:16][CH3:17])=[O:15])=[CH:11][CH:12]=2)[NH:7][CH:6]=1)[CH:2]([CH3:4])[CH3:3].[C:18](Cl)(=[O:20])[CH3:19]>>[C:18]([C:6]1[NH:7][C:8]2[C:13]([C:5]=1[CH2:1][CH:2]([CH3:4])[CH3:3])=[CH:12][CH:11]=[C:10]([C:14]([O:16][CH3:17])=[O:15])[CH:9]=2)(=[O:20])[CH3:19]. Reported procedure: Methyl 2-acetyl-3-isobutylindole-6-carboxylate (43 mg) was prepared from methyl 3-isobutylindole-6-carboxylate (99 mg) and acetyl chloride (0.073 ml) in a similar manner to that of Preparation 1 (5). The reactants are NC1=C(C(=O)O)C=CN=C1OC (3-amino-2-methoxyisonicotinic acid), CN (methylamine), C1(CCCC1)N1CCC(CC1)OC1=CC=C(C=O)C=C1 (4-[(1-cyclopentyl-4-piperidinyl)oxy]benzaldehyde). Product: C1(CCCC1)N1CCC(CC1)OC1=CC=C(C=C1)C=1N(C(C2=C(N1)C(=NC=C2)OC)=O)C (2-{4-[(1-Cyclopentylpiperidin-4-yl)oxy]phenyl}-8-methoxy-3-methylpyrido[3,4-d]pyrimidin-4(3H)-one). Reaction SMILES: [NH2:1][C:2]1[C:10]([O:11][CH3:12])=[N:9][CH:8]=[CH:7][C:3]=1[C:4]([OH:6])=O.[CH3:13][NH2:14].[CH:15]1([N:20]2[CH2:25][CH2:24][CH:23]([O:26][C:27]3[CH:34]=[CH:33][C:30]([CH:31]=O)=[CH:29][CH:28]=3)[CH2:22][CH2:21]2)[CH2:19][CH2:18][CH2:17][CH2:16]1>>[CH:15]1([N:20]2[CH2:25][CH2:24][CH:23]([O:26][C:27]3[CH:34]=[CH:33][C:30]([C:31]4[N:14]([CH3:13])[C:4](=[O:6])[C:3]5[CH:7]=[CH:8][N:9]=[C:10]([O:11][CH3:12])[C:2]=5[N:1]=4)=[CH:29][CH:28]=3)[CH2:22][CH2:21]2)[CH2:19][CH2:18][CH2:17][CH2:16]1. Procedure: The entitled compound was obtained according to the method of Example 15 but starting from 3-amino-2-methoxyisonicotinic acid, methylamine and 4-[(1-cyclopentyl-4-piperidinyl)oxy]benzaldehyde.